This data is from the Open Reaction Database (ORD), a public repository of structured organic reaction records. The task is: describe an organic reaction: reactants, conditions, products, and yield The reactants are P(O)(O)(O)=O (phosphoric acid), OO (hydrogen peroxide), ClCCS(=O)(=O)CC(CS(=O)(=O)CCCl)(CS(=O)(=O)CCCl)CS(=O)(=O)CCCl (tetrakis(2-chloroethylsulfonylmethyl)methane). Yields the product C(=C)S(=O)(=O)CC(CS(=O)(=O)C=C)(CS(=O)(=O)C=C)CS(=O)(=O)C=C (tetrakis(vinylsulfonylmethyl)methane). RXN SMILES: P(=O)(O)(O)O.OO.Cl[CH2:9][CH2:10][S:11]([CH2:14][C:15]([CH2:30][S:31]([CH2:34][CH2:35]Cl)(=[O:33])=[O:32])([CH2:23][S:24]([CH2:27][CH2:28]Cl)(=[O:26])=[O:25])[CH2:16][S:17]([CH2:20][CH2:21]Cl)(=[O:19])=[O:18])(=[O:13])=[O:12]>>[CH:34]([S:31]([CH2:30][C:15]([CH2:16][S:17]([CH:20]=[CH2:21])(=[O:18])=[O:19])([CH2:14][S:11]([CH:10]=[CH2:9])(=[O:13])=[O:12])[CH2:23][S:24]([CH:27]=[CH2:28])(=[O:26])=[O:25])(=[O:32])=[O:33])=[CH2:35]. Procedure details: To 400 parts of ethanol were successively added 9.2 parts of metallic sodium, 31.2 parts of 2-mercaptoethanol amd 38.8 parts of pentaerythritol tetrabromide, and the resulting mixture was heated under reflux. Thereafter, the deposited sodium bromide was removed, and the ethanol was removed by distillation to obtain tetrakis(2-hydroxyethylthiomethyl)methane. This compound was added to 80 parts of chloroform, and 60 parts of thionyl chloride was dropped into the resulting mixture. Subsequently, th... Starting materials: ClC(Cl)Cl, Nc1nccc2cc(F)ccc12, O=C1CCC(=O)N1Br, O. Yields the product Nc1ncc(Br)c2cc(F)ccc12. RXN SMILES: [Cl:22][CH:23]([Cl:24])[Cl:25].[NH2:1][c:2]1[n:3][cH:4][cH:5][c:6]2[cH:7][c:8]([F:12])[cH:9][cH:10][c:11]12.[O:13]=[C:14]1[N:15]([Br:20])[C:16](=[O:17])[CH2:18][CH2:19]1.[OH2:21]>>[NH2:1][c:2]1[n:3][cH:4][c:5]([Br:20])[c:6]2[cH:7][c:8]([F:12])[cH:9][cH:10][c:11]12. The reactants are BrC1=CC(=C(OCCO)C=C1)C(F)(F)F (2-(4-bromo-2-(trifluoromethyl)phenoxy)ethanol), O.C1(=CC=C(C=C1)S(=O)(=O)O)C (p-toluenesulfonic acid hydrate). The solvent is C1CCOC1 (THF), C([O-])(O)=O.[Na+] (sodium bicarbonate). Reaction conditions: time 1 hour. Product: BrC1=CC(=C(OCCOC2OCCCC2)C=C1)C(F)(F)F (2-(2-(4-Bromo-2-(trifluoromethyl)-phenoxy)-ethoxy)-tetrahydro-2H-pyran). The yield is 2164.0%. As a reaction SMILES: [Br:1][C:2]1[CH:11]=[CH:10][C:5]([O:6][CH2:7][CH2:8][OH:9])=[C:4]([C:12]([F:15])([F:14])[F:13])[CH:3]=1.[OH2:16].[C:17]1(C)C=[CH:21][C:20](S(O)(=O)=O)=[CH:19][CH:18]=1>C1COCC1.C(=O)(O)[O-].[Na+]>[Br:1][C:2]1[CH:11]=[CH:10][C:5]([O:6][CH2:7][CH2:8][O:9][CH:21]2[CH2:20][CH2:19][CH2:18][CH2:17][O:16]2)=[C:4]([C:12]([F:13])([F:14])[F:15])[CH:3]=1 |f:1.2,4.5|. Reported procedure: A mixture of 2-(4-bromo-2-(trifluoromethyl)phenoxy)ethanol (16 g), 3,4-dihydro-2H-puran (9.5 g) and p-toluenesulfonic acid hydrate (0.5 g) in THF (100 ml) was stirred at room temperature for 1 hour then diluted with 5% sodium bicarbonate (300 ml) and extracted with ethyl acetate (500 ml). Organic layer was then dried over sodium sulphate, solvent removed under vacuum to give expected product (21 g). The reactants are NC=1C=C(C=CC1)CS(=O)(=O)N ((3-aminophenyl)methanesulfonamide), ClC1=NC=CC(=C1)C1=C(C=CC=C1)OC (2-Chloro-4-(2-methoxyphenyl)pyridine). The solvent is CN(C)C=O (DMF). The product is COC1=C(C=CC=C1)C1=CC(=NC=C1)NC=1C=C(C=CC1)CS(=O)(=O)N ([3-((4-(2-Methoxyphenyl)pyridin-2-yl)amino)phenyl]-methanesulfonamide). The yield is 1.8%. RXN SMILES: [NH2:1][C:2]1[CH:3]=[C:4]([CH2:8][S:9]([NH2:12])(=[O:11])=[O:10])[CH:5]=[CH:6][CH:7]=1.Cl[C:14]1[CH:19]=[C:18]([C:20]2[CH:25]=[CH:24][CH:23]=[CH:22][C:21]=2[O:26][CH3:27])[CH:17]=[CH:16][N:15]=1>CN(C=O)C>[CH3:27][O:26][C:21]1[CH:22]=[CH:23][CH:24]=[CH:25][C:20]=1[C:18]1[CH:17]=[CH:16][N:15]=[C:14]([NH:1][C:2]2[CH:3]=[C:4]([CH2:8][S:9]([NH2:12])(=[O:10])=[O:11])[CH:5]=[CH:6][CH:7]=2)[CH:19]=1. Reported procedure: G2 was prepared from (3-aminophenyl)methanesulfonamide (85 mg, 0.46 mmol) and A1 (100 mg, 0.46 mmol) following the procedure reported for G1 by heating in DMF for 3 hours, and it was obtained as a colorless amorphous solid (3.1 mg, 2%). 1H NMR (400 MHz, d6-DMSO, 300K) δ 3.79 (s, 3H), 4.15 (s, 2H), 6.73 (bs, 2H), 6.84 (dd, J=5.3 Hz, J=1.5 Hz, 1H), 6.96-6.98 (m, 1H), 7.04 (dt, J=1.0 Hz, J=8.0 Hz, 1H), 7.13 (d, J=8.2 Hz, 1H), 7.21-7.25 (m, 2H), 7.33 (dd, J=7.6 Hz, J=1.8 Hz, 1H), 7.36-7.42 (m, 1H), ...